This data is from the Open Reaction Database (ORD), a public repository of structured organic reaction records. The task is: describe an organic reaction: reactants, conditions, products, and yield The reactants are N#Cc1ccc([N+](=O)[O-])c(C#N)c1, CS(C)=O, [Na], N#Cc1ccc(O)cc1. The product is N#Cc1ccc(Oc2ccc(C#N)cc2C#N)cc1. Reaction SMILES: [C:11](#[N:12])[c:13]1[c:14]([N+:21]([O-:22])=[O:23])[cH:15][cH:16][c:17]([C:19]#[N:20])[cH:18]1.[CH3:24][S:25](=[O:26])[CH3:27].[Na:1].[OH:2][c:3]1[cH:4][cH:5][c:6]([C:7]#[N:8])[cH:9][cH:10]1>>[O:2]([c:3]1[cH:4][cH:5][c:6]([C:7]#[N:8])[cH:9][cH:10]1)[c:14]1[c:13]([C:11]#[N:12])[cH:18][c:17]([C:19]#[N:20])[cH:16][cH:15]1. Reactants: C1(C=2C(C(N1C(C)C#C)=O)=CC=CC2)=O (2-phthalimido-3-butyne), C(C)(=O)O (acetic acid), O.O.O.O.O.S(=O)(=O)([O-])[O-].[Cu+2] (copper sulfate pentahydrate), Cl.NO (hydroxylamine hydrochloride). Solvent: CC(=O)C (acetone), O (water), [OH-].[NH4+] (ammonium hydroxide), O (water), CC(=O)C (acetone). Reaction conditions: time 5 minute. The product is [Cu+].C1(C=2C(C(N1C([CH2-])C#C)=O)=CC=CC2)=O (Copper (I) 2-phthalimido-3-butynide). The yield is 91.0%. As a reaction SMILES: O.O.O.O.O.S([O-])([O-])(=O)=O.[Cu+2:11].Cl.NO.[C:15]1(=[O:29])[N:19]([CH:20]([C:22]#[CH:23])[CH3:21])[C:18](=[O:24])[C:17]2=[CH:25][CH:26]=[CH:27][CH:28]=[C:16]12.C(O)(=O)C>[OH-].[NH4+].O.CC(C)=O>[Cu+:11].[C:18]1(=[O:24])[N:19]([CH:20]([C:22]#[CH:23])[CH2-:21])[C:15](=[O:29])[C:16]2=[CH:28][CH:27]=[CH:26][CH:25]=[C:17]12 |f:0.1.2.3.4.5.6,7.8,11.12,15.16|. Reported procedure: To a solution of copper sulfate pentahydrate (0.098 mol), under nitrogen, in 100 ml of 28% ammonium hydroxide and water (315 ml), hydroxylamine hydrochloride (0.175 mol) is added. After the change in color (blue to green) 62.5 ml of acetone is added. Immediately afterwards, a solution of 2-phthalimido-3-butyne (0.0875 mol) in 280 ml of acetone is added. After 5 minutes of vigorous stirring, a solution of 30.8 ml of glacial acetic acid in 455 ml of water is added. The yellow precipitate is filter... Reactants: NCCCCC1=CNC2=CC=C(C=C12)NC(=O)N (3-(4-aminobutyl)-5-indolylurea), ClCCN(C1=C(C=CC=C1)C#N)CCCl (N,N-bis(2-chloroethyl)-o-cyanoaniline). Run in CC(=O)C (acetone), O (water). Conditions: time 24 hour. Product: Cl.C(#N)C1=C(C=CC=C1)N1CCN(CC1)CCCCC1=CNC2=CC=C(C=C12)NC(=O)N (3-[4-(4-o-Cyanophenylpiperazino)butyl]-5-indolylurea, hydrochloride). As a reaction SMILES: [NH2:1][CH2:2][CH2:3][CH2:4][CH2:5][C:6]1[C:14]2[C:9](=[CH:10][CH:11]=[C:12]([NH:15][C:16]([NH2:18])=[O:17])[CH:13]=2)[NH:8][CH:7]=1.[Cl:19][CH2:20][CH2:21][N:22]([CH2:31][CH2:32]Cl)[C:23]1[CH:28]=[CH:27][CH:26]=[CH:25][C:24]=1[C:29]#[N:30]>CC(C)=O.O>[ClH:19].[C:29]([C:24]1[CH:25]=[CH:26][CH:27]=[CH:28][C:23]=1[N:22]1[CH2:31][CH2:32][N:1]([CH2:2][CH2:3][CH2:4][CH2:5][C:6]2[C:14]3[C:9](=[CH:10][CH:11]=[C:12]([NH:15][C:16]([NH2:18])=[O:17])[CH:13]=3)[NH:8][CH:7]=2)[CH2:20][CH2:21]1)#[N:30] |f:4.5|. Reported procedure: A mixture of 2.87 g of 3-(4-aminobutyl)-5-indolylurea [obtainable from 5-indolylurea via 3-(4-chlorobutyryl)-5-indolylurea, 3-(4-chlorobutyl) -5-indolylurea and 3-(4-phthalimidobutyl)-5-indolylurea] and one equivalent of N,N-bis(2-chloroethyl)-o-cyanoaniline ("C") in 40 ml of acetone and 40 ml of water is boiled for 24 hours and worked up in a conventional manner. 3-[4-(4-o-Cyanophenylpiperazino)butyl]-5-indolylurea, hydrochloride, m.p. 164°-166° is obtained. Starting materials: C1(=CC=C(C=C1)S(=O)(=O)O)C (p-toluenesulphonic acid), ClC1=C(C(=O)C(C(=O)OCC)C(=O)OCC)C=C(C(=C1)Cl)F (diethyl 2,4-dichloro-5-fluorobenzoylmalonate). The solvent is O (water). Reaction conditions: time 3 hour. Yields the product ClC1=C(C(=O)CC(=O)OCC)C=C(C(=C1)Cl)F (ethyl 2,4-dichloro-5-fluorobenzoylacetate). Yield: 78.6%. RXN SMILES: C1(C)C=CC(S(O)(=O)=O)=CC=1.[Cl:12][C:13]1[CH:31]=[C:30]([Cl:32])[C:29]([F:33])=[CH:28][C:14]=1[C:15]([CH:17](C(OCC)=O)[C:18]([O:20][CH2:21][CH3:22])=[O:19])=[O:16]>O>[Cl:12][C:13]1[CH:31]=[C:30]([Cl:32])[C:29]([F:33])=[CH:28][C:14]=1[C:15]([CH2:17][C:18]([O:20][CH2:21][CH3:22])=[O:19])=[O:16]. Reported procedure: 0.15 g of p-toluenesulphonic acid is added to an emulsion of 34.9 g of crude diethyl 2,4-dichloro-5-fluorobenzoylmalonate (3) in 50 ml of water. The mixture is heated to boiling, with thorough stirring, for 3 hours, the cooled emulsion is extracted several times with methylene chloride, the combined CH2Cl2 solutions are washed once with saturated NaCl solution, dried with Na2SO4 and the solvent is distilled out in vacuo. Fractionation of the residue under high vacuum provides 21.8 g of ethyl 2,4... Reactants: Cl.ClC1=C(C(CN)=O)C=CC=C1Cl (2,3-dichlorophenacylamine hydrochloride), CN(C=CC#N)C (3-dimethylaminoacrylonitrile). Solvent: C(C)O (ethanol). Yields the product ClC1=C(C(CNC=CC#N)=O)C=CC=C1Cl (3-(2,3-dichlorophenacylamino)acrylonitrile). Reaction SMILES: Cl.[Cl:2][C:3]1[C:12]([Cl:13])=[CH:11][CH:10]=[CH:9][C:4]=1[C:5](=[O:8])[CH2:6][NH2:7].C[N:15](C)[CH:16]=[CH:17][C:18]#N>C(O)C>[Cl:2][C:3]1[C:12]([Cl:13])=[CH:11][CH:10]=[CH:9][C:4]=1[C:5](=[O:8])[CH2:6][NH:7][CH:18]=[CH:17][C:16]#[N:15] |f:0.1|. Reported procedure: 20.0 g of 2,3-dichlorophenacylamine hydrochloride and 10.0 g of 3-dimethylaminoacrylonitrile are heated for 1 hour under reflux in 300 ml of ethanol. After cooling it to room temperature, the reaction solution is poured into a mixture of ice/dilute hydrochloric acid. After extraction with ethyl acetate, the combined extracts are dried over sodium sulfate, filtered, and the filtrate is concentrated. The oily residue is purified by column chromatography (silica gel: elution with a 4:1 mixture of t... The reactants are O[C@@H]1[C@]2(C)[C@@H](CC1)[C@@H]1[C@@H](C=C3CC(CC[C@@H]3[C@H]1CC2)=O)C (17β-hydroxy-7α-methyl-estr-5-en-3-one), C[C@H]1[C@H]2[C@@H]3CCC([C@@]3(C)CC[C@@H]2[C@H]2CCC(CC2=C1)=O)=O (7α-methyl-estr-5-en-3,17-dione), C(C)(=O)O.O[C@@H]1[C@]2(C)[C@@H](CC1)[C@@H]1[C@@H](C=C3CC(CC[C@@H]3[C@H]1CC2)=O)C (17β-hydroxy-7α-methyl-estr-5-en-3-one acetate). Product: C[C@H]1[C@H]2[C@@H]3CC[C@@H]([C@@]3(C)CC[C@@H]2[C@H]2CC[C@@H](CC2=C1)O)O (7α-methyl-estr-5-ene-3β,17β-diol). Reaction SMILES: [OH:1][C@H:2]1[CH2:7][CH2:6][C@H:5]2[C@H:8]3[C@H:17]([CH2:18][CH2:19][C@:3]12[CH3:4])[C@@H:16]1[C:11]([CH2:12][C:13](=[O:20])[CH2:14][CH2:15]1)=[CH:10][C@H:9]3[CH3:21].C[C@@H]1C=C2[C@H](CCC(=O)C2)[C@@H]2[C@@H]1[C@H]1[C@@](CC2)(C)C(=O)CC1.C(O)(=O)C.O[C@H]1CC[C@H]2[C@H]3[C@H](CC[C@]12C)[C@@H]1C(CC(=O)CC1)=C[C@H]3C>>[CH3:21][C@@H:9]1[CH:10]=[C:11]2[C@H:16]([CH2:15][CH2:14][C@H:13]([OH:20])[CH2:12]2)[C@@H:17]2[C@@H:8]1[C@H:5]1[C@@:3]([CH2:19][CH2:18]2)([CH3:4])[C@@H:2]([OH:1])[CH2:7][CH2:6]1 |f:2.3|. Reported procedure: Following essentially the same procedure but substituting 17β-hydroxy-7α-methyl-estr-5-en-3-one or 7α-methyl-estr-5-en-3,17-dione for the 17β-hydroxy-7α-methyl-estr-5-en-3-one acetate above, also results in the preparation of the desired 7α-methyl-estr-5-ene-3β,17β-diol. Reactants: CO, COC(=O)C(Cl)(CCC(F)(F)C(F)(F)F)S(=O)(=O)CCC(F)(F)C(F)(F)F, N. The product is NC(=O)C(Cl)(CCC(F)(F)C(F)(F)F)S(=O)(=O)CCC(F)(F)C(F)(F)F. RXN SMILES: [CH3:29][OH:30].[Cl:1][C:2]([C:3](=[O:4])[O:5][CH3:6])([CH2:7][CH2:8][C:9]([C:10]([F:11])([F:12])[F:13])([F:14])[F:15])[S:16](=[O:17])(=[O:18])[CH2:19][CH2:20][C:21]([C:22]([F:23])([F:24])[F:25])([F:26])[F:27].[NH3:28]>>[Cl:1][C:2]([C:3](=[O:4])[NH2:28])([CH2:7][CH2:8][C:9]([C:10]([F:11])([F:12])[F:13])([F:14])[F:15])[S:16](=[O:17])(=[O:18])[CH2:19][CH2:20][C:21]([C:22]([F:23])([F:24])[F:25])([F:26])[F:27]. Reactants: [H-].[Na+] (sodium hydride), C(C)OC(=O)C=1C(=NNC1)C(F)(F)F (3-trifluoromethyl-1H-pyrazole-4-carboxylic acid ethyl ester), IC (iodomethane). The solvent is CN(C=O)C (N,N-dimethylformamide). Conditions: temperature 0 celsius. Product: C(C)OC(=O)C=1C(=NN(C1)C)C(F)(F)F (1-methyl-3-trifluoromethyl-1H-pyrazole-4-carboxylic acid ethyl ester). Yield: 81.5%. Reaction SMILES: [CH2:1]([O:3][C:4]([C:6]1[C:7]([C:11]([F:14])([F:13])[F:12])=[N:8][NH:9][CH:10]=1)=[O:5])[CH3:2].[H-].[Na+].I[CH3:18]>CN(C)C=O>[CH2:1]([O:3][C:4]([C:6]1[C:7]([C:11]([F:13])([F:14])[F:12])=[N:8][N:9]([CH3:18])[CH:10]=1)=[O:5])[CH3:2] |f:1.2|. Procedure details: Dissolve 3-trifluoromethyl-1H-pyrazole-4-carboxylic acid ethyl ester (2.0 g, 9.61 mmol) in N,N-dimethylformamide (20 mL) and cool to 0° C. Add sodium hydride (0.58 g, 14.42 mmol, 60% dispersion in oil) and stir at 0° C. for 20 min. Add iodomethane (0.90 mL, 14.42 mmol) and allow to warm to room temperature over 18 hr. Partition between ethyl acetate (100 mL) and water (50 mL). Separate the organic layer and wash with water (5×50 mL) and saturated aqueous sodium chloride solution (50 mL). Dry (so...